describe an organic reaction: reactants, conditions, products, and yield From a dataset of the Open Reaction Database (ORD), a public repository of structured organic reaction records. Starting materials: C1(=CC=C(C=C1)C1=NC(=NC(=N1)C1=CC=C(C=C1)C1=CC=CC=C1)C1=CC=C(C=C1)Br)C1=CC=CC=C1 (2,4-bisbiphenyl-4-yl-6-(4-bromophenyl)-1,3,5-triazine), C(=C)C1=CC=C(C=C1)B(O)O (4-vinylphenylboronic acid), C([O-])([O-])=O.[Na+].[Na+] (sodium carbonate). Reagents/catalysts: C=1C=CC(=CC1)[P](C=2C=CC=CC2)(C=3C=CC=CC3)[Pd]([P](C=4C=CC=CC4)(C=5C=CC=CC5)C=6C=CC=CC6)([P](C=7C=CC=CC7)(C=8C=CC=CC8)C=9C=CC=CC9)[P](C=1C=CC=CC1)(C=1C=CC=CC1)C=1C=CC=CC1 (Pd(PPh3)4). Solvent: C1CCOC1 (THF). The product is C1(=CC=C(C=C1)C1=NC(=NC(=N1)C1=CC=C(C=C1)C1=CC=CC=C1)C1=CC=C(C=C1)C1=CC=C(C=C1)C=C)C1=CC=CC=C1 (2,4-Bisbiphenyl-4-yl-6-(4′-vinylbiphenyl-4-yl)-1,3,5-triazine). Reaction SMILES: [C:1]1([C:32]2[CH:37]=[CH:36][CH:35]=[CH:34][CH:33]=2)[CH:6]=[CH:5][C:4]([C:7]2[N:12]=[C:11]([C:13]3[CH:18]=[CH:17][C:16]([C:19]4[CH:24]=[CH:23][CH:22]=[CH:21][CH:20]=4)=[CH:15][CH:14]=3)[N:10]=[C:9]([C:25]3[CH:30]=[CH:29][C:28](Br)=[CH:27][CH:26]=3)[N:8]=2)=[CH:3][CH:2]=1.[CH:38]([C:40]1[CH:45]=[CH:44][C:43](B(O)O)=[CH:42][CH:41]=1)=[CH2:39].C(=O)([O-])[O-].[Na+].[Na+]>C1C=CC([P]([Pd]([P](C2C=CC=CC=2)(C2C=CC=CC=2)C2C=CC=CC=2)([P](C2C=CC=CC=2)(C2C=CC=CC=2)C2C=CC=CC=2)[P](C2C=CC=CC=2)(C2C=CC=CC=2)C2C=CC=CC=2)(C2C=CC=CC=2)C2C=CC=CC=2)=CC=1.C1COCC1>[C:1]1([C:32]2[CH:37]=[CH:36][CH:35]=[CH:34][CH:33]=2)[CH:6]=[CH:5][C:4]([C:7]2[N:12]=[C:11]([C:13]3[CH:18]=[CH:17][C:16]([C:19]4[CH:24]=[CH:23][CH:22]=[CH:21][CH:20]=4)=[CH:15][CH:14]=3)[N:10]=[C:9]([C:25]3[CH:30]=[CH:29][C:28]([C:43]4[CH:44]=[CH:45][C:40]([CH:38]=[CH2:39])=[CH:41][CH:42]=4)=[CH:27][CH:26]=3)[N:8]=2)=[CH:3][CH:2]=1 |f:2.3.4,^1:58,60,79,98|. Reported procedure: 1.0 g (0.00185 mol) of 2,4-bisbiphenyl-4-yl-6-(4-bromophenyl)-1,3,5-triazine, 0.4106 g of 4-vinylphenylboronic acid and 0.02368 g of Pd(PPh3)4 are brought to reaction under reflux for 48 h with addition of 15 ml of 1M sodium carbonate solution and 30 ml of THF. The reactants are [BH3-]C#N.[Na+] (NaBH3CN), C(=O)[O-].CN1N=C(N=C1CC1=CC(=NC=C1)N1CC[NH2+]CC1)C1=NC(=NO1)C1=CC=C(C=C1)OC(F)(F)F (4-(4-((1-methyl-3-(3-(4-(trifluoromethoxy)phenyl)-1,2,4-oxadiazol-5-yl)-1H-1,2,4-triazol-5-yl)methyl)pyridin-2-yl)piperazin-1-ium formate), C=O (formaldehyde), C=O (paraformaldehyde). Run in CCO (EtOH), CCO (EtOH). Reaction conditions: time 1 hour. Product: CN1N=C(N=C1CC1=CC(=NC=C1)N1CCN(CC1)C)C1=NC(=NO1)C1=CC=C(C=C1)OC(F)(F)F (5-(1-methyl-5-((2-(4-methyl piperazin-1-yl)pyridin-4-yl)methyl)-1H-1,2,4-triazol-3-yl)-3-(4-(trifluoromethoxy)phenyl)-1,2,4-oxadiazole). The yield is 50.0%. As a reaction SMILES: [CH:1]([O-])=O.[CH3:4][N:5]1[C:9]([CH2:10][C:11]2[CH:16]=[CH:15][N:14]=[C:13]([N:17]3[CH2:22][CH2:21][NH2+:20][CH2:19][CH2:18]3)[CH:12]=2)=[N:8][C:7]([C:23]2[O:27][N:26]=[C:25]([C:28]3[CH:33]=[CH:32][C:31]([O:34][C:35]([F:38])([F:37])[F:36])=[CH:30][CH:29]=3)[N:24]=2)=[N:6]1.C=O.[BH3-]C#N.[Na+]>CCO>[CH3:4][N:5]1[C:9]([CH2:10][C:11]2[CH:16]=[CH:15][N:14]=[C:13]([N:17]3[CH2:22][CH2:21][N:20]([CH3:1])[CH2:19][CH2:18]3)[CH:12]=2)=[N:8][C:7]([C:23]2[O:27][N:26]=[C:25]([C:28]3[CH:29]=[CH:30][C:31]([O:34][C:35]([F:38])([F:37])[F:36])=[CH:32][CH:33]=3)[N:24]=2)=[N:6]1 |f:0.1,3.4|. Procedure: To a solution of 4-(4-((1-methyl-3-(3-(4-(trifluoromethoxy)phenyl)-1,2,4-oxadiazol-5-yl)-1H-1,2,4-triazol-5-yl)methyl)pyridin-2-yl)piperazin-1-ium formate (100 mg, 0.2 mmol) in EtOH (1 mL), formaldehyde (0.5 mL, 6.0 mmol, 38% in H2O) and paraformaldehyde (100 mg, 3.3 mmol) in EtOH (1 mL) was stirred at RT, then treated with NaBH3CN (63 mg, 1.0 mmol) in one portion. The mixture was stirred at RT for 1 h, and then concentrated to give the crude product, which was purified by pre-HPLC (Mobile phase... Starting materials: CO, CCCSc1c(C(=O)NC2CCCCC2)cnn1-c1ccc(C(=O)OC)cc1, [Na+], [OH-]. The product is CCCSc1c(C(=O)NC2CCCCC2)cnn1-c1ccc(C(=O)O)cc1. RXN SMILES: [CH3:31][OH:32].[CH:1]1([NH:7][C:8](=[O:9])[c:10]2[cH:11][n:12][n:13](-[c:19]3[cH:20][cH:21][c:22]([C:23](=[O:24])[O:25][CH3:26])[cH:27][cH:28]3)[c:14]2[S:15][CH2:16][CH2:17][CH3:18])[CH2:2][CH2:3][CH2:4][CH2:5][CH2:6]1.[Na+:30].[OH-:29]>>[CH:1]1([NH:7][C:8](=[O:9])[c:10]2[cH:11][n:12][n:13](-[c:19]3[cH:20][cH:21][c:22]([C:23](=[O:24])[OH:25])[cH:27][cH:28]3)[c:14]2[S:15][CH2:16][CH2:17][CH3:18])[CH2:2][CH2:3][CH2:4][CH2:5][CH2:6]1. Reactants: O=C([O-])[O-], CC(=O)N1CCC(c2nccnc2Oc2ccc(Cl)nc2)CC1, [Na+], [Na+], O=C(C=Cc1ccccc1)C=Cc1ccccc1, O=C(C=Cc1ccccc1)C=Cc1ccccc1, O=C(C=Cc1ccccc1)C=Cc1ccccc1, [Pd], [Pd], Nc1nc2ccccc2s1. Yields the product CC(=O)N1CCC(c2nccnc2Oc2ccc(Nc3nc4ccccc4s3)nc2)CC1. As a reaction SMILES: [C:1](=[O:2])([O-:3])[O-:4].[Cl:17][c:18]1[cH:19][cH:20][c:21]([O:24][c:25]2[c:26]([CH:31]3[CH2:32][CH2:33][N:34]([C:37]([CH3:38])=[O:39])[CH2:35][CH2:36]3)[n:27][cH:28][cH:29][n:30]2)[cH:22][n:23]1.[Na+:5].[Na+:6].[O:42]=[C:43]([CH:44]=[CH:45][c:46]1[cH:47][cH:48][cH:49][cH:50][cH:51]1)[CH:52]=[CH:53][c:54]1[cH:55][cH:56][cH:57][cH:58][cH:59]1.[O:60]=[C:61]([CH:62]=[CH:63][c:64]1[cH:65][cH:66][cH:67][cH:68][cH:69]1)[CH:70]=[CH:71][c:72]1[cH:73][cH:74][cH:75][cH:76][cH:77]1.[O:78]=[C:79]([CH:80]=[CH:81][c:82]1[cH:83][cH:84][cH:85][cH:86][cH:87]1)[CH:88]=[CH:89][c:90]1[cH:91][cH:92][cH:93][cH:94][cH:95]1.[Pd:40].[Pd:41].[s:7]1[c:8]([NH2:16])[n:9][c:10]2[c:11]1[cH:12][cH:13][cH:14][cH:15]2>>[s:7]1[c:8]([NH:16][c:18]2[cH:19][cH:20][c:21]([O:24][c:25]3[c:26]([CH:31]4[CH2:32][CH2:33][N:34]([C:37]([CH3:38])=[O:39])[CH2:35][CH2:36]4)[n:27][cH:28][cH:29][n:30]3)[cH:22][n:23]2)[n:9][c:10]2[c:11]1[cH:12][cH:13][cH:14][cH:15]2.